Dataset: the Open Reaction Database (ORD), a public repository of structured organic reaction records. Task: describe an organic reaction: reactants, conditions, products, and yield Reactants: ClC1=CC=C(C=N1)CC#N ((6-chloropyridin-3-yl)acetonitrile), C(C)O (ethanol), S(O)(O)(=O)=O (sulfuric acid), C([O-])(O)=O.[Na+] (sodium bicarbonate). Solvent: O (water). Product: ClC1=CC=C(C=N1)CC(=O)OCC (Ethyl (6-chloropyridin-3-yl)acetate). RXN SMILES: [Cl:1][C:2]1[N:7]=[CH:6][C:5]([CH2:8][C:9]#N)=[CH:4][CH:3]=1.[CH2:11]([OH:13])[CH3:12].S(=O)(=O)(O)[OH:15].C(=O)(O)[O-].[Na+]>O>[Cl:1][C:2]1[N:7]=[CH:6][C:5]([CH2:8][C:9]([O:13][CH2:11][CH3:12])=[O:15])=[CH:4][CH:3]=1 |f:3.4|. Procedure: 22.0 g (144 mmol) of (6-chloropyridin-3-yl)acetonitrile are added to a mixture of 270 ml of ethanol and 101 ml conc. sulfuric acid, and the mixture is stirred under reflux for 24 h. With stirring, the reaction mixture is then slowly added dropwise to a mixture of 350 g of sodium bicarbonate and 1 liter of water. The aqueous phase is extracted with dichloromethane (five times 400 ml each). The combined organic phases are dried over sodium sulfate, filtered and freed from the solvent using a rotar... The solvent is CN(C=O)C (dimethylformamide). Run at time 6 minute. Procedure details: 100 g of 2,6,6-trimethyl-1-[4-hydroxy-hepta-1,6-dien-4-yl]-cyclohex-2-ene have been added at room temperature and under stirring to a solution of 80 g of potassium tert-butoxide in 180 ml of dimethylformamide, while the temperature raised to 60°. After having been left at this temperature for 6 min., the mixture is put into an aqueous HCl solution (150 ml of conc. HCl/200 ml H2O). A vapour phase distillation has given 4 l of distillate which was then extracted with petrol ether (80°-100°). After... RXN SMILES: [CH3:1][C:2]1[CH:3]([C:10]([OH:17])(CC=C)[CH2:11][CH:12]=[CH2:13])[C:4]([CH3:9])([CH3:8])[CH2:5][CH2:6][CH:7]=1.CC(C)([O-])C.[K+].Cl>CN(C)C=O>[CH3:13]/[CH:12]=[CH:11]/[C:10]([CH:3]1[C:4]([CH3:9])([CH3:8])[CH2:5][CH2:6][CH:7]=[C:2]1[CH3:1])=[O:17] |f:1.2|. Reactants: CC=1C(C(CCC1)(C)C)C(CC=C)(CC=C)O (2,6,6-trimethyl-1-[4-hydroxy-hepta-1,6-dien-4-yl]-cyclohex-2-ene), CC(C)([O-])C.[K+] (potassium tert-butoxide), Cl (HCl). Product: C/C=C/C(=O)C1C(=CCCC1(C)C)C (α-damascone). Starting materials: CCN=C=NCCCN(C)C, CCN(C(C)C)C(C)C, Nc1c(C(=O)CO)c(C2CCNCC2)nc2c(-c3ccc(-c4ccccc4)nc3)cnn12, CN(C)C=O, On1nnc2ccccc21, CC(O)C(=O)O. Product: CC(O)C(=O)N1CCC(c2nc3c(-c4ccc(-c5ccccc5)nc4)cnn3c(N)c2C(=O)CO)CC1. RXN SMILES: [CH3:7][CH2:8][N:9]=[C:10]=[N:11][CH2:12][CH2:13][CH2:14][N:15]([CH3:16])[CH3:17].[CH:60]([N:61]([CH2:62][CH3:63])[CH:64]([CH3:65])[CH3:66])([CH3:67])[CH3:68].[NH2:28][c:29]1[c:30]([C:56]([CH2:57][OH:58])=[O:59])[c:31]([CH:50]2[CH2:51][CH2:52][NH:53][CH2:54][CH2:55]2)[n:32][c:33]2[n:34]1[n:35][cH:36][c:37]2-[c:38]1[cH:39][n:40][c:41](-[c:44]2[cH:45][cH:46][cH:47][cH:48][cH:49]2)[cH:42][cH:43]1.[O:69]=[CH:70][N:71]([CH3:72])[CH3:73].[OH:18][n:19]1[c:20]2[cH:21][cH:22][cH:23][cH:24][c:25]2[n:26][n:27]1.[OH:1][CH:2]([C:3](=[O:4])[OH:5])[CH3:6]>>[OH:1][CH:2]([C:3](=[O:4])[N:53]1[CH2:52][CH2:51][CH:50]([c:31]2[c:30]([C:56]([CH2:57][OH:58])=[O:59])[c:29]([NH2:28])[n:34]3[c:33]([n:32]2)[c:37](-[c:38]2[cH:39][n:40][c:41](-[c:44]4[cH:45][cH:46][cH:47][cH:48][cH:49]4)[cH:42][cH:43]2)[cH:36][n:35]3)[CH2:55][CH2:54]1)[CH3:6]. Reactants: solution, C(CCC)[Li] (n-butyllithium), C(=O)=O (dry ice), O1COC2=C1C=CC(=C2)CCSCC#N ([{2-(1,3-benzodioxol-5-yl)ethyl}thio]acetonitrile), O (Water). Run in CCCCCC (hexane), CCOCC (ether). Reaction conditions: temperature -50 celsius, time 2 hour. Yields the product O1COC2=C1C=CC(=C2)CCSC(C(=O)O)C#N ([{2-(1,3-Benzodioxol-5-yl)ethyl}thio]cyanoacetic acid). The yield is 11.7%. As a reaction SMILES: [O:1]1[C:5]2[CH:6]=[CH:7][C:8]([CH2:10][CH2:11][S:12][CH2:13][C:14]#[N:15])=[CH:9][C:4]=2[O:3][CH2:2]1.C([Li])CCC.[C:21](=[O:23])=[O:22].O>CCOCC.CCCCCC>[O:1]1[C:5]2[CH:6]=[CH:7][C:8]([CH2:10][CH2:11][S:12][CH:13]([C:14]#[N:15])[C:21]([OH:23])=[O:22])=[CH:9][C:4]=2[O:3][CH2:2]1. Procedure: 5.0 g of [{2-(1,3-benzodioxol-5-yl)ethyl}thio]acetonitrile was dissolved in 50 ml of anhydrous ether. 22 ml of a 1.6M solution of n-butyllithium in hexane was added to the solution at -78° C. The mixture was stirred at -50° C. for 2 h. It was cooled again to -78° C. and 10 g of dry ice was added thereto. The temperature of the mixture was elevated to room temperature. Water was added to the reaction mixture. After extraction with chloroform, the extract was dried over magnesium sulfate and conce...